From a dataset of the Open Reaction Database (ORD), a public repository of structured organic reaction records. describe an organic reaction: reactants, conditions, products, and yield Reactants: C(C)(C)(C)OC(NCC1=C2C(N(C(=NC2=CC=C1)C)C1C(NC(CC1)=O)=O)=O)=O ([3-(2,6-dioxo-piperidin-3-yl)-2-methyl-4-oxo-3,4-dihydro-quinazolin-5-ylmethyl]-carbamic acid tert-butyl ester), Cl (HCl). Solvent: CO (methanol), C(Cl)Cl (methylene chloride), CCOCC (ether). Conditions: time 8 hour. Yields the product Cl.NCC1=C2C(N(C(=NC2=CC=C1)C)C1C(NC(CC1)=O)=O)=O (3-(5-aminomethyl-2-methyl-4-oxo-4H-quinazolin-3-yl)-piperidine-2,6-dione hydrogen chloride). RXN SMILES: C(OC(=O)[NH:7][CH2:8][C:9]1[CH:18]=[CH:17][CH:16]=[C:15]2[C:10]=1[C:11](=[O:28])[N:12]([CH:20]1[CH2:25][CH2:24][C:23](=[O:26])[NH:22][C:21]1=[O:27])[C:13]([CH3:19])=[N:14]2)(C)(C)C.[ClH:30]>CO.C(Cl)Cl.CCOCC>[ClH:30].[NH2:7][CH2:8][C:9]1[CH:18]=[CH:17][CH:16]=[C:15]2[C:10]=1[C:11](=[O:28])[N:12]([CH:20]1[CH2:25][CH2:24][C:23](=[O:26])[NH:22][C:21]1=[O:27])[C:13]([CH3:19])=[N:14]2 |f:5.6|. Procedure details: To a stirred brown solution of [3-(2,6-dioxo-piperidin-3-yl)-2-methyl-4-oxo-3,4-dihydro-quinazolin-5-ylmethyl]-carbamic acid tert-butyl ester (10.4 g, 25.9 mmol) in methanol (108 mL) and methylene chloride (108 mL), was added 2 M HCl in ether (304 mL), and the mixture was stirred overnight. Solvent was evaporated, and the residue was stirred in ether (200 mL) for 2 hours. The suspension was filtered to give 3-(5-aminomethyl-2-methyl-4-oxo-4H-quinazolin-3-yl)-piperidine-2,6-dione hydrogen chlorid... Reactants: C[Mg]Cl (methyl magnesium chloride), O=C1CCC(CC1)NC(OC(C)(C)C)=O (tert-butyl 4-oxocyclohexylcarbamate). Solvent: O1CCCC1 (tetrahydrofuran). Reaction conditions: time 18 hour. Product: OC1(CCC(CC1)NC(OC(C)(C)C)=O)C (tert-butyl 4-hydroxy-4-methylcyclohexylcarbamate). The yield is 5.3%. Reaction SMILES: [CH3:1][Mg]Cl.[O:4]=[C:5]1[CH2:10][CH2:9][CH:8]([NH:11][C:12](=[O:18])[O:13][C:14]([CH3:17])([CH3:16])[CH3:15])[CH2:7][CH2:6]1>O1CCCC1>[OH:4][C:5]1([CH3:1])[CH2:6][CH2:7][CH:8]([NH:11][C:12](=[O:18])[O:13][C:14]([CH3:15])([CH3:17])[CH3:16])[CH2:9][CH2:10]1. Procedure details: A solution of methyl magnesium chloride (3M in tetrahydrofuran, 57 ml, 171 mmol) was added to a solution of tert-butyl 4-oxocyclohexylcarbamate (12 g, 56 mmol) (WO9613262) in tetrahydrofuran (240 ml) at −78° C. The mixture was allowed to warm to ambient temperature and was stirred for 18 h. The mixture was quenched by the addition of saturated ammonium chloride solution (100 ml) and the volatile solvents were removed under reduced pressure. The residue was taken up in water (200 ml) and dichloro... Reactants: NC=1SC2=NC(=CC=C2N1)OC=1C=C(C=CC1C)NC(OCC1=CC=CC=C1)=O (benzyl {3-[(2-amino[1,3]thiazolo[5,4-b]pyridin-5-yl)oxy]-4-methylphenyl}carbamate), C1(CC1)C(=O)Cl (cyclopropanecarbonyl chloride), CO (Methanol), C([O-])([O-])=O.[K+].[K+] (potassium carbonate). Solvent: N1=CC=CC=C1 (pyridine). Conditions: time 30 minute. Yields the product C1(CC1)C(=O)NC=1SC2=NC(=CC=C2N1)OC=1C=C(C=CC1C)NC(OCC1=CC=CC=C1)=O (benzyl [3-({2-[(cyclopropylcarbonyl)amino][1,3]thiazolo[5,4-b]pyridin-5-yl}oxy)-4-methylphenyl]carbamate). Yield: 81.4%. RXN SMILES: [NH2:1][C:2]1[S:3][C:4]2[C:9]([N:10]=1)=[CH:8][CH:7]=[C:6]([O:11][C:12]1[CH:13]=[C:14]([NH:19][C:20](=[O:29])[O:21][CH2:22][C:23]3[CH:28]=[CH:27][CH:26]=[CH:25][CH:24]=3)[CH:15]=[CH:16][C:17]=1[CH3:18])[N:5]=2.[CH:30]1([C:33](Cl)=[O:34])[CH2:32][CH2:31]1.CO.C(=O)([O-])[O-].[K+].[K+]>N1C=CC=CC=1>[CH:30]1([C:33]([NH:1][C:2]2[S:3][C:4]3[C:9]([N:10]=2)=[CH:8][CH:7]=[C:6]([O:11][C:12]2[CH:13]=[C:14]([NH:19][C:20](=[O:29])[O:21][CH2:22][C:23]4[CH:24]=[CH:25][CH:26]=[CH:27][CH:28]=4)[CH:15]=[CH:16][C:17]=2[CH3:18])[N:5]=3)=[O:34])[CH2:32][CH2:31]1 |f:3.4.5|. Procedure details: To a solution of benzyl {3-[(2-amino[1,3]thiazolo[5,4-b]pyridin-5-yl)oxy]-4-methylphenyl}carbamate (25.1 g, 61.9 mmol) in pyridine (200 mL) was added cyclopropanecarbonyl chloride (9.47 mL, 105 mmol) at 0° C., and the mixture was stirred at room temperature for 30 min. Methanol (100 mL) and potassium carbonate (8.55 g, 61.9 mmol) were added to the reaction mixture, and the mixture was stirred at room temperature for 1 hr. The precipitated crystals were collected by filtration, and washed success... Reactants: C1CCOC1, COC(=O)c1cc(S(C)(=O)=O)ccc1-c1ccccc1, Cl, [Na+], [OH-]. Yields the product CS(=O)(=O)c1ccc(-c2ccccc2)c(C(=O)O)c1. RXN SMILES: [CH2:24]1[O:25][CH2:26][CH2:27][CH2:28]1.[CH3:1][O:2][C:3](=[O:4])[c:5]1[c:6](-[c:15]2[cH:16][cH:17][cH:18][cH:19][cH:20]2)[cH:7][cH:8][c:9]([S:11](=[O:12])(=[O:13])[CH3:14])[cH:10]1.[ClH:23].[Na+:22].[OH-:21]>>[O:2]=[C:3]([OH:4])[c:5]1[c:6](-[c:15]2[cH:16][cH:17][cH:18][cH:19][cH:20]2)[cH:7][cH:8][c:9]([S:11](=[O:12])(=[O:13])[CH3:14])[cH:10]1.